This data is from the Open Reaction Database (ORD), a public repository of structured organic reaction records. The task is: describe an organic reaction: reactants, conditions, products, and yield The reactants are N1C(=O)NC(=O)C1 (hydantoin), BrBr (bromine), C1(=CC=CC=C1)OC (anisol). Run in C(C)(=O)O (acetic acid). Conditions: temperature 60 celsius, time 2 hour. The product is COC1=CC=C(C=C1)C1C(NC(N1)=O)=O (5-(p-methoxyphenyl)hydantoin). The yield is 48.0%. Reaction SMILES: [NH:1]1[CH2:7][C:5](=[O:6])[NH:4][C:2]1=[O:3].BrBr.[C:10]1([O:16][CH3:17])[CH:15]=[CH:14][CH:13]=[CH:12][CH:11]=1>C(O)(=O)C>[CH3:17][O:16][C:10]1[CH:15]=[CH:14][C:13]([CH:7]2[NH:1][C:2](=[O:3])[NH:4][C:5]2=[O:6])=[CH:12][CH:11]=1. Reported procedure: 4.0 g (40 mmol) of hydantoin, 30 ml of acetic acid and 2.0 ml (40 mmol) of bromine were mixed at room temperature. The reaction mixture was then vigorously stirred at a temperature of 60° C. for 2 hours. After cooling the reaction mixture to room temperature, 8.64 g (80 mmol) of anisol was added to the reaction mixture and the reaction was further conducted at a temperature of 100° C. for 6 hours. The resulting precipitate was recovered by filtration, washed with water, and then dried to obtain ... Starting materials: N1(CCCCC1)CCNC(NN)=S (4-(2-piperidinoethyl)-3-thiosemicarbazide), ClC(C(=O)OCC)C(=O)C (ethyl 2-chloroacetoacetate). The solvent is Cl (hydrogen chloride), C(C)O (ethanol). Conditions: time 3 hour. The product is Cl.C(C)OC(=O)C=1C(=NNC1C)NCCN1CCCCC1 (5-Methyl-3-[[2-(1-piperidinyl)ethyl]amino]-1H-pyrazole-4-carboxylic acid ethyl ester, hydrochloride). Yield: 55.8%. As a reaction SMILES: [N:1]1([CH2:7][CH2:8][NH:9][C:10](=S)[NH:11][NH2:12])[CH2:6][CH2:5][CH2:4][CH2:3][CH2:2]1.[Cl:14][CH:15]([C:21]([CH3:23])=O)[C:16]([O:18][CH2:19][CH3:20])=[O:17]>Cl.C(O)C>[ClH:14].[CH2:19]([O:18][C:16]([C:15]1[C:10]([NH:9][CH2:8][CH2:7][N:1]2[CH2:6][CH2:5][CH2:4][CH2:3][CH2:2]2)=[N:11][NH:12][C:21]=1[CH3:23])=[O:17])[CH3:20] |f:4.5|. Procedure details: A stirred solution of 6 g (0.03 mole) of 4-(2-piperidinoethyl)-3-thiosemicarbazide in 30 mL of 2N ethanolic hydrogen chloride was diluted to 60 mL with absolute ethanol, treated with 4.9 g (0.03 mole) of ethyl 2-chloroacetoacetate, stirred at ambient temperature for 3 hr, and heated at reflux for 2 hr. The reaction mixture was filtered hot to remove amorphous sulfur and the filtrate concentrated to an orange oil. Trituration with refluxing 2-propyl ether and cooling gave a plastic mass with crys...